Dataset: the Open Reaction Database (ORD), a public repository of structured organic reaction records. Task: describe an organic reaction: reactants, conditions, products, and yield Starting materials: C(=C)C=1C(=NC=CC1)C(=O)OC (methyl 3-ethenylpyridine-2-carboxylate), ICI (diiodomethane), C(C)[Zn]CC (diethyl zinc), CCCCCC (hexane). Run in C(Cl)Cl (DCM), C(Cl)Cl (DCM), [Cl-].[NH4+] (ammonium chloride). Run at time 30 minute. Yields the product C1(CC1)C=1C(=NC=CC1)C(=O)OC (Methyl 3-cyclopropylpyridine-2-carboxylate). RXN SMILES: ICI.C([Zn]CC)C.[CH3:9][CH2:10][CH2:11][CH2:12][CH2:13][CH3:14].C(C1[C:18]([C:23]([O:25][CH3:26])=[O:24])=[N:19][CH:20]=CC=1)=C>C(Cl)Cl.[Cl-].[NH4+]>[CH:11]1([C:12]2[C:18]([C:23]([O:25][CH3:26])=[O:24])=[N:19][CH:20]=[CH:14][CH:13]=2)[CH2:9][CH2:10]1 |f:5.6|. Procedure details: To a stirred solution of diiodomethane (2.46 g, 9.20 mmol) in dry DCM (5 ml) at −10° C. was added diethyl zinc in hexane (1 M, 9.2 ml, 9.20 mmol). The reaction was stirred for 30 minutes under nitrogen. To this was then added methyl 3-ethenylpyridine-2-carboxylate (0.30 g, 1.84 mmol) as a solution in DCM (5 ml) over a 15 minute period. The reaction was then allowed to warm to room temperature and was stirred at room temperature for 15 hours. The reaction mixture was diluted with a saturated solu... The reactants are C(C=C)(=O)OCC12CC3(CC(CC(C1)C3)C2)O (1-acryloyloxymethyl-3-adamantanol), C(=O)(O)C12CC3(CC(CC(C1)(C3)O)(C2)O)C(=O)O (1,3-dicarboxy-5,7-dihydroxyadamantane). Product: C(=O)(O)C12CC3(CC(CC(C1)(C3)O)(C2)OC(C=C)=O)C(=O)O (1,3-dicarboxy-5-acryloyloxy-7-adamantanol). Isolated yield 86.0%. Reaction SMILES: [C:1](OCC12CC3CC(CC(O)(C3)C1)C2)(=[O:4])[CH:2]=[CH2:3].[C:18]([C:21]12[CH2:31][C:25]3([OH:32])[CH2:26][C:27]([OH:30])([CH2:29][C:23]([C:33]([OH:35])=[O:34])([CH2:24]3)[CH2:22]1)[CH2:28]2)([OH:20])=[O:19]>>[C:33]([C:23]12[CH2:24][C:25]3([O:32][C:1](=[O:4])[CH:2]=[CH2:3])[CH2:26][C:27]([OH:30])([CH2:28][C:21]([C:18]([OH:20])=[O:19])([CH2:31]3)[CH2:22]1)[CH2:29]2)([OH:35])=[O:34]. Reported procedure: The reaction was conducted in the same manner as said (2) except that 1,3-dicarboxy-5,7-dihydroxyadamantane was used instead of the 1,3-dicarboxy-5-adamantanol, and, as a result, a 1,3-dicarboxy-5-acryloyloxy-7-adamantanol (yield: 86%, white solid) was obtained. RXN SMILES: [C:36]([O:37][BH-:38]([O:39][C:40](=[O:41])[CH3:42])[O:43][C:44](=[O:45])[CH3:46])(=[O:47])[CH3:48].[CH2:34]=[O:35].[CH2:3]([CH2:4][CH2:5][CH3:6])[c:7]1[c:8](-[c:21]2[cH:22][cH:23][c:24]([O:27][CH:28]3[CH2:29][CH2:30][CH2:31][CH2:32][CH2:33]3)[cH:25][cH:26]2)[cH:9][c:10]([O:13][CH2:14][CH:15]2[O:16][CH2:17][CH2:18][NH:19][CH2:20]2)[n:11][n:12]1.[Cl:49][CH2:50][Cl:51].[ClH:1].[ClH:2]>>[CH2:3]([CH2:4][CH2:5][CH3:6])[c:7]1[c:8](-[c:21]2[cH:22][cH:23][c:24]([O:27][CH:28]3[CH2:29][CH2:30][CH2:31][CH2:32][CH2:33]3)[cH:25][cH:26]2)[cH:9][c:10]([O:13][CH2:14][CH:15]2[O:16][CH2:17][CH2:18][N:19]([CH3:36])[CH2:20]2)[n:11][n:12]1. Yields the product CCCCc1nnc(OCC2CN(C)CCO2)cc1-c1ccc(OC2CCCCC2)cc1. The reactants are CC(=O)O[BH-](OC(C)=O)OC(C)=O, C=O, CCCCc1nnc(OCC2CNCCO2)cc1-c1ccc(OC2CCCCC2)cc1, ClCCl, Cl, Cl. Starting materials: C(C)(=O)NNC=1CN=C(C2=C(N1)SC(=C2)Cl)C2=NC=CC=C2 (2-(2-acetylhydrazino)-7-chloro-5-(2-pyridyl)-3H-thieno[2,3-e]-1,4-diazepine). The solvent is C=1(C(=CC=CC1)C)C (xylene). Yields the product ClC1=CC=2C(=NCC=3N(C2S1)C(=NN3)C)C3=NC=CC=C3 (2-chloro-9-methyl-4-(2-pyridyl)-6H-thieno[3,2-f]-s-triazolo[4,3-a][1,4]diazepine). RXN SMILES: [C:1]([NH:4][NH:5][C:6]1[CH2:7][N:8]=[C:9]([C:17]2[CH:22]=[CH:21][CH:20]=[CH:19][N:18]=2)[C:10]2[CH:15]=[C:14]([Cl:16])[S:13][C:11]=2[N:12]=1)(=O)[CH3:2]>C1(C)C(C)=CC=CC=1>[Cl:16][C:14]1[S:13][C:11]2[N:12]3[C:1]([CH3:2])=[N:4][N:5]=[C:6]3[CH2:7][N:8]=[C:9]([C:17]3[CH:22]=[CH:21][CH:20]=[CH:19][N:18]=3)[C:10]=2[CH:15]=1. Procedure details: 2.2 g of 2-(2-acetylhydrazino)-7-chloro-5-(2-pyridyl)-3H-thieno[2,3-e]-1,4-diazepine are refluxed for 2 hours in 120 ml of absolute xylene. The solution is then cooled and the precipitated impurities are filtered off. The solvent is evaporated under reduced pressure and there is obtained 2-chloro-9-methyl-4-(2-pyridyl)-6H-thieno[3,2-f]-s-triazolo[4,3-a][1,4]diazepine in the form of a crystalline product which, after recrystallization from ethyl acetate, melts at 174°-176° C.